This data is from the Open Reaction Database (ORD), a public repository of structured organic reaction records. The task is: describe an organic reaction: reactants, conditions, products, and yield Starting materials: C1(=CC=CC=C1)CC=CC1=C(C=CC=C1)OCC1=CC=CC=C1 (benzyl 2-(3-phenyl-1-propenyl)phenyl ether), [H][H] (hydrogen). The reagents and catalysts are [Pd] (palladium-on-carbon). The solvent is C(C)O (ethanol). Yields the product C1(=CC=CC=C1)CCCC1=C(C=CC=C1)O (2-(3-Phenylpropyl)phenol). Yield: 83.0%. Reaction SMILES: [C:1]1([CH2:7][CH:8]=[CH:9][C:10]2[CH:15]=[CH:14][CH:13]=[CH:12][C:11]=2[O:16]CC2C=CC=CC=2)[CH:6]=[CH:5][CH:4]=[CH:3][CH:2]=1.[H][H]>C(O)C.[Pd]>[C:1]1([CH2:7][CH2:8][CH2:9][C:10]2[CH:15]=[CH:14][CH:13]=[CH:12][C:11]=2[OH:16])[CH:2]=[CH:3][CH:4]=[CH:5][CH:6]=1. Reported procedure: The whole of this benzyl 2-(3-phenyl-1-propenyl)phenyl ether was treated with hydrogen in the presence of 100 mg of 5% w/w palladium-on-carbon in 40 ml of ethanol at room temperature for 3 hours. At the end of this time, insoluble materials were removed by filtration, and the filtrate was concentrated by distillation under reduced pressure, to give 0.230 g (yield 83%) of the title compound as a colorless oil. The reactants are C(=C)N1C(CCC1)=O (N-vinylpyrrolidone), C(C(=C)C)(=O)OC(C)(C)C (tert-butyl methacrylate), C(C(C)[*:2])[*:1] (polypropylene), N(=NC(C#N)(C)C)C(C#N)(C)C (azobisisobutyronitrile). Solvent: O (water), O (water). The product is C(C(=C)C)(=O)OCC=C (allyl methacrylate). As a reaction SMILES: C(N1C[CH2:6][CH2:5][C:4]1=[O:8])=C.[C:9](OC(C)(C)C)(=[O:13])[C:10]([CH3:12])=[CH2:11].N(C(C)(C)C#N)=NC(C)(C)C#N>O>[C:9]([O:6][CH2:5][CH:4]=[CH2:8])(=[O:13])[C:10]([CH3:12])=[CH2:11]. Procedure details: The dimer of allyl methacrylate, which was prepared according to Example 1, was added to the mixture containing 97 wt.-% N-vinylpyrrolidone and 3 wt.-% tert-butyl methacrylate in the amount of 1 wt. % on the whole mixture. The mixture was polymerized in a polypropylene mold at 60° C. for 16 h in the presence of 0.4 wt.-% azobisisobutyronitrile. The resulting gel contained, after swelling with water, 90 wt.-% water at G=0.038 MPa. Starting materials: [K] (potassium), BrC(C(=O)O)C(C)C (α-bromoisovaleric acid), BrC1=CC(=C(N)C=C1)F (4-bromo-2-fluoroaniline), [OH-].[Na+] (NaOH). Run in CCOCC.C(Cl)(Cl)Cl (ether chloroform). Yields the product BrC1=CC(=C(C=C1)N[C@@H](C(C)C)C(=O)O)F (N-(4-bromo-2-fluorophenyl)valine). As a reaction SMILES: [K].Br[CH:3]([CH:7]([CH3:9])[CH3:8])[C:4]([OH:6])=[O:5].[Br:10][C:11]1[CH:17]=[CH:16][C:14]([NH2:15])=[C:13]([F:18])[CH:12]=1.[OH-].[Na+]>CCOCC.C(Cl)(Cl)Cl>[Br:10][C:11]1[CH:17]=[CH:16][C:14]([NH:15][C@H:3]([C:4]([OH:6])=[O:5])[CH:7]([CH3:9])[CH3:8])=[C:13]([F:18])[CH:12]=1 |f:3.4,5.6,^1:0|. Procedure: To the potassium salt of α-bromoisovaleric acid (1.42 g) is added 4-bromo-2-fluoroaniline (1.9 g). The mixture is heated at 125° under nitrogen for 3.5 hr and then cooled to RT. The reaction product is poured into 2 M NaOH and ether/chloroform. The basic phase is separated and acidified with conc. HCl and then extracted into ether, washed with saturated NaCl solution, dried over calcium sulfate and evaporated to yield N-(4-bromo-2-fluorophenyl)valine. Starting materials: CC(=O)c1ccc(Br)cc1, CCOCC, COC(=O)Cc1ccc(OC)c(OC)c1, [H-], [Na+]. The product is COc1ccc(CC(=O)CC(=O)c2ccc(Br)cc2)cc1OC. RXN SMILES: [Br:18][c:19]1[cH:20][cH:21][c:22]([C:25]([CH3:26])=[O:27])[cH:23][cH:24]1.[CH3:28][CH2:29][O:30][CH2:31][CH3:32].[CH3:3][O:4][c:5]1[cH:6][c:7]([CH2:13][C:14]([O:16][CH3:15])=[O:17])[cH:8][cH:9][c:10]1[O:11][CH3:12].[H-:1].[Na+:2]>>[CH3:3][O:4][c:5]1[cH:6][c:7]([CH2:13][C:14](=[O:16])[CH2:26][C:25]([c:22]2[cH:21][cH:20][c:19]([Br:18])[cH:24][cH:23]2)=[O:27])[cH:8][cH:9][c:10]1[O:11][CH3:12]. Reactants: C(C1=CC=CC=C1)N1CC[C@H]2CC3=C(C=C(C=C3[C@H]2C1)Br)C (cis-3-benzyl-6-bromo-8-methyl-2,3,4,4a,9,9a-hexahydro-1H-3-aza-fluorene). Reagents/catalysts: [OH-].[OH-].[Pd+2] (Pd(OH)2). Solvent: CO (MeOH). Conditions: temperature 20 celsius, time 15 hour. Product: CC=1C=CC=C2[C@H]3CNCC[C@H]3CC12 (cis-8-Methyl-2,3,4,4a,9,9a-hexahydro-1H-3-aza-fluorene). Yield: 785.7%. Reaction SMILES: C([N:8]1[CH2:20][C@H:19]2[C@H:11]([CH2:12][C:13]3[C:18]2=[CH:17][C:16](Br)=[CH:15][C:14]=3[CH3:22])[CH2:10][CH2:9]1)C1C=CC=CC=1>CO.[OH-].[OH-].[Pd+2]>[CH3:22][C:14]1[CH:15]=[CH:16][CH:17]=[C:18]2[C:13]=1[CH2:12][C@H:11]1[C@@H:19]2[CH2:20][NH:8][CH2:9][CH2:10]1 |f:2.3.4|. Reported procedure: To a solution of cis-3-benzyl-6-bromo-8-methyl-2,3,4,4a,9,9a-hexahydro-1H-3-aza-fluorene (50 mg, 0.14 mmol) in MeOH (2.0 mL) was added Pd(OH)2 (−10 mg, 20 wt %). The reaction mixture was stirred at 20° C. for 15 h under H2 atmosphere, filtered through celite and concentrated in vacuo. The residue was chromatographed in silica gel column (Hex/EtOAc 1/1) to give the title compound (21 mg, 1.1 mmol): MS (ES) 188.1 (M+H).